Dataset: the Open Reaction Database (ORD), a public repository of structured organic reaction records. Task: describe an organic reaction: reactants, conditions, products, and yield The reactants are OCc1ccc(Br)cc1Cl, C1COCCO1, [Cl-], [Li+], O, CCCC[Sn](CCCC)(CCCC)c1ccccc1. Product: OCc1ccc(-c2ccccc2)cc1Cl. As a reaction SMILES: [Br:3][c:4]1[cH:5][c:6]([Cl:12])[c:7]([CH2:8][OH:9])[cH:10][cH:11]1.[CH2:33]1[O:34][CH2:35][CH2:36][O:37][CH2:38]1.[Cl-:2].[Li+:1].[OH2:32].[c:13]1([Sn:19]([CH2:20][CH2:21][CH2:22][CH3:23])([CH2:24][CH2:25][CH2:26][CH3:27])[CH2:28][CH2:29][CH2:30][CH3:31])[cH:14][cH:15][cH:16][cH:17][cH:18]1>>[c:4]1(-[c:13]2[cH:14][cH:15][cH:16][cH:17][cH:18]2)[cH:5][c:6]([Cl:12])[c:7]([CH2:8][OH:9])[cH:10][cH:11]1. The reactants are solution, CNC (dimethyl amine), O1CCCC1 (tetrahydrofuran), ClC(C(=O)C(Cl)(Cl)Cl)(Cl)Cl (hexachloroacetone), BrC=1C=C(C2=C(C(CO2)(C)C)C1)CCC(=O)O (3-(5-bromo-3,3-dimethyl-2,3-dihydro-benzofuran-7-yl)-propionic acid), BrC=1C=C(C2=C(C(CO2)(C)C)C1)CCC(=O)O (3-(5-bromo-3,3-dimethyl-2,3-dihydro-benzofuran-7-yl)-propionic acid), C1(=CC=CC=C1)P(C1=CC=CC=C1)C1=CC=CC=C1 (triphenyl phosphine). Solvent: C1=CC=CC=C1 (benzene), ClCCl (dichloromethane). Conditions: time 1 hour. The product is BrC=1C=C(C2=C(C(CO2)(C)C)C1)CCC(=O)N(C)C (3-(5-Bromo-3,3-dimethyl-2,3-dihydro-benzofuran-7-yl)-N,N-dimethyl-propionamide). Yield: 84.0%. Reaction SMILES: [Br:1][C:2]1[CH:3]=[C:4]([CH2:13][CH2:14][C:15]([OH:17])=O)[C:5]2[O:9][CH2:8][C:7]([CH3:11])([CH3:10])[C:6]=2[CH:12]=1.C1(P(C2C=CC=CC=2)C2C=CC=CC=2)C=CC=CC=1.ClC(Cl)(Cl)C(C(Cl)(Cl)Cl)=O.[CH3:47][NH:48][CH3:49].O1CCCC1>C1C=CC=CC=1.ClCCl>[Br:1][C:2]1[CH:3]=[C:4]([CH2:13][CH2:14][C:15]([N:48]([CH3:49])[CH3:47])=[O:17])[C:5]2[O:9][CH2:8][C:7]([CH3:11])([CH3:10])[C:6]=2[CH:12]=1. Procedure details: A stirred, cooled (−78° C.) solution of 3-(5-bromo-3,3-dimethyl-2,3-dihydro-benzofuran-7-yl)-propionic acid (Intermediate 77, 0.7 g, 2.34 mmol) and triphenyl phosphine (0.74 g, 2.81 mmol) in anhydrous benzene (10 mL) and dichloromethane (20 mL) was treated with hexachloroacetone (0.178 mL, 1.17 mmol). After 1 h, a 2M solution of dimethyl amine in tetrahydrofuran (3 mL, 6 mmol) was added. After 1 h, the reaction mixture was evaporated in vacuo to a brown oil which was subjected to flash column ch... The reactants are C(CCC)(=O)C=1C=NC2=C(C=CC=C2C1Cl)N1C(C=2C(C1=O)=CC=CC2)=O (3-butyryl-4-chloro-8-phthalimidoquinoline), NC=1C(=CC=CC1)C (o-toluidine). Solvent: O1CCOCC1 (1,4-dioxan). Product: C(CCC)(=O)C=1C=NC2=C(C=CC=C2C1NC1=C(C=CC=C1)C)N1C(C=2C(C1=O)=CC=CC2)=O (3-butyryl-4-(2-methylphenylamino)-8-phthalimidoquinoline). Isolated yield 58.4%. RXN SMILES: [C:1]([C:6]1[CH:7]=[N:8][C:9]2[C:14]([C:15]=1Cl)=[CH:13][CH:12]=[CH:11][C:10]=2[N:17]1[C:21](=[O:22])[C:20]2=[CH:23][CH:24]=[CH:25][CH:26]=[C:19]2[C:18]1=[O:27])(=[O:5])[CH2:2][CH2:3][CH3:4].[NH2:28][C:29]1[C:30]([CH3:35])=[CH:31][CH:32]=[CH:33][CH:34]=1>O1CCOCC1>[C:1]([C:6]1[CH:7]=[N:8][C:9]2[C:14]([C:15]=1[NH:28][C:29]1[CH:34]=[CH:33][CH:32]=[CH:31][C:30]=1[CH3:35])=[CH:13][CH:12]=[CH:11][C:10]=2[N:17]1[C:21](=[O:22])[C:20]2=[CH:23][CH:24]=[CH:25][CH:26]=[C:19]2[C:18]1=[O:27])(=[O:5])[CH2:2][CH2:3][CH3:4]. Procedure: A mixture of 3-butyryl-4-chloro-8-phthalimidoquinoline (61.6 g, 0.16 moles) and o-toluidine (20 ml, 0.19 mol) was heated under reflux in 1,4-dioxan (300 ml) for 3 hours. The solvent was evaporated and the residue was dissolved in chloroform, washed with dil. ammonia solution and brine. The organic solution was dried (anhyd. MgSO4) filtered and evaporated to a dark oil which crystallized on standing to give 3-butyryl-4-(2-methylphenylamino)-8-phthalimidoquinoline (42 g, 58.3%), m.p. b 170°-2° C. Reaction SMILES: [CH2:1]([O:8][CH2:9][CH2:10][CH2:11][CH2:12][C:13]([OH:15])=O)[C:2]1[CH:7]=[CH:6][CH:5]=[CH:4][CH:3]=1.C(Cl)(=O)C([Cl:19])=O>C1C=CC=CC=1>[CH2:1]([O:8][CH2:9][CH2:10][CH2:11][CH2:12][C:13]([Cl:19])=[O:15])[C:2]1[CH:7]=[CH:6][CH:5]=[CH:4][CH:3]=1. Run at time 90 minute. Solvent: C1=CC=CC=C1 (benzene). Yields the product C(C1=CC=CC=C1)OCCCCC(=O)Cl (5-Benzyloxy-pentanoyl Chloride). Procedure details: To a solution of the acid 29 (4.98 g, 24 mmol) in dry benzene (40 ml), was added oxalyl chloride (2.5 ml, 28.8 mmol, 1.2 equiv) dropwise. A drying tube was placed on the flask and the reaction was stirred for 90 min at room temperature. The reaction was concentrated in vacuo and used directly in the next step: 1H NMR (400 MHz, CDCl3) δ 7.38-7.27 (m, 5H), 4.50 (s, 2H), 3.51-3.40 (t, 3J=6.4 Hz, 2H), 2.95-2.90 (t, 3J=7.2 Hz, 3H), 1.87-1.78 (m, 2H), 1.71-1.63 (m, 2H); 13C NMR (75 MHz, CDCl3) δ 173.9... The reactants are C(C1=CC=CC=C1)OCCCCC(=O)O (5-Benzyloxy-pentanoic Acid), C(C(=O)Cl)(=O)Cl (oxalyl chloride). Reactants: C[O-].[Na+] (NaOMe), Cl.NO (hydroxylamine hydrochloride), C1CCC2=CC(=CC=C12)CC#N (5-Indanylacetonitrile). The solvent is CO (MeOH). Conditions: time 18 hour. Yields the product ON=C(CC=1C=C2CCCC2=CC1)N (N'-Hydroxy-5-indanylethanimidamide). Isolated yield 54.2%. As a reaction SMILES: C[O-].[Na+].Cl.[NH2:5][OH:6].[CH2:7]1[C:15]2[C:10](=[CH:11][C:12]([CH2:16][C:17]#[N:18])=[CH:13][CH:14]=2)[CH2:9][CH2:8]1>CO>[OH:6][N:5]=[C:17]([NH2:18])[CH2:16][C:12]1[CH:11]=[C:10]2[C:15](=[CH:14][CH:13]=1)[CH2:7][CH2:8][CH2:9]2 |f:0.1,2.3|. Procedure details: A stirred mixture of NaOMe (25 wt % in MeOH, 16.0 mL, 0.070 mol), hydroxylamine hydrochloride (4.9 g, 0.070 mol), and MeOH (60 mL) was heated under reflux for 30 minutes. 5-Indanylacetonitrile (10.0 g, 0.063 mol) was added and heating was continued for 18 hours. The mixture was cooled, concentrated, and partitioned between H2O and ether. The organic phase was dried (MgSO4) and concentrated to give a yellow oil: 11.4 g. The crude product was purified by flash chromatography (eluant 20% EtOAc/hexa...